Task: describe an organic reaction: reactants, conditions, products, and yield. Dataset: the Open Reaction Database (ORD), a public repository of structured organic reaction records Starting materials: C(C)OC(C1=C2SC=3C(=CC=CC3N(C2=CC=C1)C)C=O)OCC (6-diethoxymethyl-10-methyl-phenothiazine-4-carbaldehyde), C(C)(=O)[O-].[Na+] (sodium acetate), Cl.NO (hydroxylamine hydrochloride), Cl (hydrochloric acid), CS(=O)CSC (methyl (methylthiomethyl)sulphoxide), C(=O)C1=C2SC=3C(=CC=CC3N(C2=CC=C1)C)CC(=O)OC (methyl 6-formyl-10-methyl-phenothiazine-4-acetate), N(O)=CC1=C2SC=3C(=CC=CC3N(C2=CC=C1)C)CC(=O)OC (methyl 6-[(hydroximino)methyl]-10-methyl-phenothiazine-4-acetate). Reagents/catalysts: [Pd] (palladium). The solvent is O (water), CO (methanol), O1CCCC1 (tetrahydrofuran), O1CCCC1 (tetrahydrofuran), CO (methanol), CO (methanol). Product: Cl.NCC1=C2SC=3C(=CC=CC3N(C2=CC=C1)C)CC(=O)OC (methyl 6-aminomethyl-10-methyl-phenothiazine-4-acetate hydrochloride). Reaction SMILES: C(OC(OCC)C1C=CC=C2C=1SC1C(C=O)=CC=CC=1N2C)C.CS(CSC)=O.C(C1C=CC=C2C=1SC1C(CC(OC)=O)=CC=CC=1N2C)=O.C([O-])(=O)C.[Na+].[ClH:58].NO.[N:61](=[CH:63][C:64]1[CH:77]=[CH:76][CH:75]=[C:74]2[C:65]=1[S:66][C:67]1[C:68]([CH2:79][C:80]([O:82][CH3:83])=[O:81])=[CH:69][CH:70]=[CH:71][C:72]=1[N:73]2[CH3:78])O.Cl>O1CCCC1.CO.[Pd].O>[ClH:58].[NH2:61][CH2:63][C:64]1[CH:77]=[CH:76][CH:75]=[C:74]2[C:65]=1[S:66][C:67]1[C:68]([CH2:79][C:80]([O:82][CH3:83])=[O:81])=[CH:69][CH:70]=[CH:71][C:72]=1[N:73]2[CH3:78] |f:3.4,5.6,13.14|. Procedure: A solution of 500 mg (1.46 mmol) of 6-diethoxymethyl-10-methyl-phenothiazine-4-carbaldehyde in 5 ml of tetrahydrofuran can be converted analogously to that described in Example 1.1.1.d with 0.22 g (1.75 mmol) of methyl (methylthiomethyl)sulphoxide, 0.14 ml of Triton B solution (35% in methanol) and hydrolysis into methyl 6-formyl-10-methyl-phenothiazine-4-acetate. This compound can be converted analogously to that described in Example 1.1.1.e in methanol, water and tetrahydrofuran using sodium a... The reactants are BrC=1N=CC(=NC1)C(=O)N1CCN(CC1)C1=NC=C(C=C1C)C1CC1 ((5-bromopyrazin-2-yl)[4-(5-cyclopropyl-3-methylpyridin-2-yl)piperazin-1-yl]methanone), C(C)(=O)N1C(NCC1)=O (1-acetylimidazolidin-2-one). The product is C1(CC1)C=1C=C(C(=NC1)N1CCN(CC1)C(=O)C=1N=CC(=NC1)N1C(NCC1)=O)C (1-{5-[4-(5-cyclopropyl-3-methylpyridin-2-yl)piperazine-1-carbonyl]pyrazin-2-yl}imidazolidin-2-one). Isolated yield 51.3%. Reaction SMILES: Br[C:2]1[N:3]=[CH:4][C:5]([C:8]([N:10]2[CH2:15][CH2:14][N:13]([C:16]3[C:21]([CH3:22])=[CH:20][C:19]([CH:23]4[CH2:25][CH2:24]4)=[CH:18][N:17]=3)[CH2:12][CH2:11]2)=[O:9])=[N:6][CH:7]=1.C([N:29]1[CH2:33][CH2:32][NH:31][C:30]1=[O:34])(=O)C>>[CH:23]1([C:19]2[CH:20]=[C:21]([CH3:22])[C:16]([N:13]3[CH2:14][CH2:15][N:10]([C:8]([C:5]4[N:6]=[CH:7][C:2]([N:29]5[CH2:33][CH2:32][NH:31][C:30]5=[O:34])=[N:3][CH:4]=4)=[O:9])[CH2:11][CH2:12]3)=[N:17][CH:18]=2)[CH2:25][CH2:24]1. Procedure details: Using (5-bromopyrazin-2-yl)[4-(5-cyclopropyl-3-methylpyridin-2-yl)piperazin-1-yl]methanone (150 mg) described in Preparation Example 243 and 1-acetylimidazolidin-2-one (72 mg) and by the reaction and treatment in the same manner as in Example 638, the title compound (78 mg) was obtained. The reactants are CNOC, COC(=O)c1ccc(Cl)nc1, CC(C)[Mg+], [Cl-], Cl, C1CCOC1. The product is CON(C)C(=O)c1ccc(Cl)nc1. As a reaction SMILES: [CH3:13][NH:14][O:15][CH3:16].[CH3:1][O:2][C:3]([c:4]1[cH:5][n:6][c:7]([Cl:10])[cH:8][cH:9]1)=[O:11].[CH:18]([Mg+:19])([CH3:20])[CH3:21].[Cl-:17].[ClH:12].[O:22]1[CH2:23][CH2:24][CH2:25][CH2:26]1>>[C:3]([c:4]1[cH:5][n:6][c:7]([Cl:10])[cH:8][cH:9]1)(=[O:11])[N:14]([CH3:13])[O:15][CH3:16]. Starting materials: BrB(Br)Br, ClCCl, COc1ccc(NC(C)=O)c(OCC(O)CN2CCC(n3c(=O)[nH]c4cc(F)ccc43)CC2)c1, CN(C)C=O. The product is COc1cc(OCC(O)CN2CCC(n3c(=O)[nH]c4cc(F)ccc43)CC2)c(NC(C)=O)cc1Br. As a reaction SMILES: [B:40]([Br:41])([Br:42])[Br:43].[Cl:44][CH2:45][Cl:46].[F:1][c:2]1[cH:3][c:4]2[c:5]([n:6]([CH:10]3[CH2:11][CH2:12][N:13]([CH2:16][CH:17]([CH2:18][O:19][c:20]4[c:21]([NH:28][C:29]([CH3:30])=[O:31])[cH:22][cH:23][c:24]([O:26][CH3:27])[cH:25]4)[OH:32])[CH2:14][CH2:15]3)[c:7](=[O:9])[nH:8]2)[cH:33][cH:34]1.[O:35]=[CH:36][N:37]([CH3:38])[CH3:39]>>[F:1][c:2]1[cH:3][c:4]2[c:5]([n:6]([CH:10]3[CH2:11][CH2:12][N:13]([CH2:16][CH:17]([CH2:18][O:19][c:20]4[c:21]([NH:28][C:29]([CH3:30])=[O:31])[cH:22][c:23]([Br:41])[c:24]([O:26][CH3:27])[cH:25]4)[OH:32])[CH2:14][CH2:15]3)[c:7](=[O:9])[nH:8]2)[cH:33][cH:34]1. The reactants are C1(=CC=CC=C1)P(C1=CC=CC=C1)C1=CC=CC=C1 (triphenylphosphine), C(C1=CC=CC=C1)N1CC(C(CC1)CO)C1=CC=C(C=C1)Cl ([(3RS, 4RS)-1-benzyl-3-(4-chloro-phenyl)-piperidin-4-yl]-methanol), four, atmosphere, N(=NC(=O)OC(C)(C)C)C(=O)OC(C)(C)C (di-tert-butyl azodicarboxylate), ClC=1C=CC(=NC1)O (5-chloro-2-hydroxypyridine). The solvent is C1CCOC1 (THF), C1CCOC1 (THF), C1CCOC1 (THF), C1CCOC1 (THF). Conditions: time 20 minute. The product is C(C1=CC=CC=C1)N1CC(C(CC1)COC1=NC=C(C=C1)Cl)C1=CC=C(C=C1)Cl (2-[(3RS, 4RS)-1-benzyl-3-(4-chloro-phenyl)-piperidin-4-ylmethoxy]-5-chloro-pyridine). As a reaction SMILES: C1(P(C2C=CC=CC=2)C2C=CC=CC=2)C=CC=CC=1.N(C(OC(C)(C)C)=O)=NC(OC(C)(C)C)=O.[Cl:36][C:37]1[CH:38]=[CH:39][C:40]([OH:43])=[N:41][CH:42]=1.[CH2:44]([N:51]1[CH2:56][CH2:55][CH:54]([CH2:57]O)[CH:53]([C:59]2[CH:64]=[CH:63][C:62]([Cl:65])=[CH:61][CH:60]=2)[CH2:52]1)[C:45]1[CH:50]=[CH:49][CH:48]=[CH:47][CH:46]=1>C1COCC1>[CH2:44]([N:51]1[CH2:56][CH2:55][CH:54]([CH2:57][O:43][C:40]2[CH:39]=[CH:38][C:37]([Cl:36])=[CH:42][N:41]=2)[CH:53]([C:59]2[CH:64]=[CH:63][C:62]([Cl:65])=[CH:61][CH:60]=2)[CH2:52]1)[C:45]1[CH:46]=[CH:47][CH:48]=[CH:49][CH:50]=1. Procedure details: In a 100 mL four necked round bottom flask with a magnetic stirrer and inert atmosphere 1.3 g polymer bound triphenylphosphine was stirred in 15 mL THF. At 0-5° C. a solution of 514 mg (2.23 mmol) di-tert-butyl azodicarboxylate in 8 mL THF and a solution of 271 mg (2.1 mmol) 5-chloro-2-hydroxypyridine in 10 mL THF was added. The mixture was stirred for 20 min at 0° C.-5° C. 441 mg (1.4 mmol) [(3RS, 4RS)-1-benzyl-3-(4-chloro-phenyl)-piperidin-4-yl]-methanol in 8 mL THF was added. The ice bath was...